Dataset: the Open Reaction Database (ORD), a public repository of structured organic reaction records. Task: describe an organic reaction: reactants, conditions, products, and yield Reactants: O1C(CCC1)C(=O)O (tetrahydrofuran-2-carboxylic acid), N1CCNCC1 (piperazine), C[Si](N[Si](C)(C)C)(C)C (1,1,1,3,3,3-hexamethyldisilazane). Run in C(Cl)(Cl)Cl (chloroform). Conditions: temperature 110 celsius, time 5 hour. Yields the product O1C(CCC1)C(=O)N1CCNCC1 (N-(tetrahydrofuran-2-carbonyl) piperazine). Isolated yield 92.8%. As a reaction SMILES: [O:1]1[CH2:5][CH2:4][CH2:3][CH:2]1[C:6]([OH:8])=O.[NH:9]1[CH2:14][CH2:13][NH:12][CH2:11][CH2:10]1.C[Si](C)(C)N[Si](C)(C)C>C(Cl)(Cl)Cl>[O:1]1[CH2:5][CH2:4][CH2:3][CH:2]1[C:6]([N:9]1[CH2:14][CH2:13][NH:12][CH2:11][CH2:10]1)=[O:8]. Reported procedure: In a 100 ml round-bottom flask, tetrahydrofuran-2-carboxylic acid (3.48 grams, 30 mmole), piperazine (5.16 grams, 60 mmole) and 1,1,1,3,3,3-hexamethyldisilazane (4.83 grams, 30 mmole) were added, stirred under a nitrogen atmosphere and heated to 110° C. After 5 hours, the completion of the reaction was detected by thin-layer chromatography (TLC). After cooling to room temperature, the product was dissolved in chloroform, washed with a sodium hydrogen carbonate solution once and with water once. ... The reactants are ClCCl, C[Si](C)(C)CCS(=O)(=O)[O-], [Na+], O=S(=O)(Cl)Cl, c1ccc(P(c2ccccc2)c2ccccc2)cc1. Product: C[Si](C)(C)CCS(=O)(=O)Cl. RXN SMILES: [CH2:36]([Cl:37])[Cl:38].[CH3:25][Si:26]([CH2:27][CH2:28][S:29]([O-:30])(=[O:31])=[O:32])([CH3:33])[CH3:34].[Na+:35].[S:1](=[O:2])(=[O:3])([Cl:4])[Cl:5].[c:6]1([P:7]([c:8]2[cH:9][cH:10][cH:11][cH:12][cH:13]2)[c:14]2[cH:15][cH:16][cH:17][cH:18][cH:19]2)[cH:20][cH:21][cH:22][cH:23][cH:24]1>>[S:1](=[O:2])(=[O:3])([Cl:5])[CH2:28][CH2:27][Si:26]([CH3:25])([CH3:33])[CH3:34].